Task: describe an organic reaction: reactants, conditions, products, and yield. Dataset: the Open Reaction Database (ORD), a public repository of structured organic reaction records The reactants are ClC1=CC(=NC2=CC=C(C=C12)C)N1CCS(C2=C(C1)C=CC=C2)(=O)=O (4-(4-chloro-6-methylquinolin-2-yl)-2,3,4,5-tetrahydro-1,4-benzothiazepine 1,1-dioxide), NC1(COC1)CNC(OC(C)(C)C)=O (tert-butyl [(3-aminooxetan-3-yl)methyl]carbamate), C1(=CC=CC=C1)P(C1=C(C2=CC=CC=C2C=C1)C1=C(C=CC2=CC=CC=C12)P(C1=CC=CC=C1)C1=CC=CC=C1)C1=CC=CC=C1 (2,2′-bis(diphenylphosphino)-1,1′-binaphthyl), [Na] (sodium). The reagents and catalysts are C=1C=CC(=CC1)/C=C/C(=O)/C=C/C2=CC=CC=C2.C=1C=CC(=CC1)/C=C/C(=O)/C=C/C2=CC=CC=C2.C=1C=CC(=CC1)/C=C/C(=O)/C=C/C2=CC=CC=C2.[Pd].[Pd] (tris(dibenzylideneacetone)dipalladium(0)). The solvent is C1(=CC=CC=C1)C (toluene), O (water). Conditions: temperature 110 celsius. Product: O=S1(CCN(CC2=C1C=CC=C2)C2=NC1=CC=C(C=C1C(=C2)N2C1(COC1)CNC2=O)C)=O (5-[2-(1,1-Dioxido-2,3-dihydro-1,4-benzothiazepin-4(5H)-yl)-6-methylquinolin-4-yl]-2-oxa-5,7-diazaspiro[3.4]octan-6-one). As a reaction SMILES: Cl[C:2]1[C:11]2[C:6](=[CH:7][CH:8]=[C:9]([CH3:12])[CH:10]=2)[N:5]=[C:4]([N:13]2[CH2:19][C:18]3[CH:20]=[CH:21][CH:22]=[CH:23][C:17]=3[S:16](=[O:25])(=[O:24])[CH2:15][CH2:14]2)[CH:3]=1.[NH2:26][C:27]1([CH2:31][NH:32][C:33](=[O:39])OC(C)(C)C)[CH2:30][O:29][CH2:28]1.C1(P(C2C=CC=CC=2)C2C=CC3C(=CC=CC=3)C=2C2C3C(=CC=CC=3)C=CC=2P(C2C=CC=CC=2)C2C=CC=CC=2)C=CC=CC=1.[Na]>C1(C)C=CC=CC=1.O.C1C=CC(/C=C/C(/C=C/C2C=CC=CC=2)=O)=CC=1.C1C=CC(/C=C/C(/C=C/C2C=CC=CC=2)=O)=CC=1.C1C=CC(/C=C/C(/C=C/C2C=CC=CC=2)=O)=CC=1.[Pd].[Pd]>[O:24]=[S:16]1(=[O:25])[C:17]2[CH:23]=[CH:22][CH:21]=[CH:20][C:18]=2[CH2:19][N:13]([C:4]2[CH:3]=[C:2]([N:26]3[C:33](=[O:39])[NH:32][CH2:31][C:27]43[CH2:30][O:29][CH2:28]4)[C:11]3[C:6](=[CH:7][CH:8]=[C:9]([CH3:12])[CH:10]=3)[N:5]=2)[CH2:14][CH2:15]1 |f:6.7.8.9.10,^1:85|. Procedure: A mixture of 4-(4-chloro-6-methylquinolin-2-yl)-2,3,4,5-tetrahydro-1,4-benzothiazepine 1,1-dioxide (372 mg, 1.0 mmol, prepared in analogy to the one in Example 17-1), tert-butyl [(3-aminooxetan-3-yl)methyl]carbamate (202 mg, 1.0 mmol), tris(dibenzylideneacetone)dipalladium(0) (91 mg, 0.10 mmol), 2,2′-bis(diphenylphosphino)-1,1′-binaphthyl (62 mg, 0.10 mmol) and sodium tert-buoxide (192 mg, 2.0 mmol) in toluene (10 mL) was heated at 110° C. overnight. The resulting mixture was diluted with water ...